This data is from the Open Reaction Database (ORD), a public repository of structured organic reaction records. The task is: describe an organic reaction: reactants, conditions, products, and yield Starting materials: C(C)(C)[N-]C(C)C.[Li+] (lithium diisopropylamide), CCOC(=O)/C=C/CP(=O)(OCC)OCC (triethyl 4-phosphonocrotonate), C(=O)CCCCCC1=CC=CC=2N1C=NC2 (5-(5-formylpentyl)imidazo[1,5-a]pyridine). Run in O1CCCC1 (tetrahydrofuran). Run at time 15 minute. The product is C(C)OC(=O)C=CC=CCCCCCC1=CC=CC=2N1C=NC2 (5-(9-ethoxycarbonyl-nona-6,8-dienyl)-imidazo[1,5-a]pyridine). Reaction SMILES: C([N-]C(C)C)(C)C.[Li+].[CH3:9][CH2:10][O:11][C:12](/[CH:14]=[CH:15]/[CH2:16]P(OCC)(OCC)=O)=[O:13].[CH:25]([CH2:27][CH2:28][CH2:29][CH2:30][CH2:31][C:32]1[N:37]2[CH:38]=[N:39][CH:40]=[C:36]2[CH:35]=[CH:34][CH:33]=1)=O>O1CCCC1>[CH2:10]([O:11][C:12]([CH:14]=[CH:15][CH:16]=[CH:25][CH2:27][CH2:28][CH2:29][CH2:30][CH2:31][C:32]1[N:37]2[CH:38]=[N:39][CH:40]=[C:36]2[CH:35]=[CH:34][CH:33]=1)=[O:13])[CH3:9] |f:0.1|. Procedure details: To a solution of lithium diisopropylamide (prepared from 3.8 ml of n-butyllithium in hexane and 0.84 ml of diisopropylamine) in 10 ml tetrahydrofuran at -70° C., is added 1.35 g of triethyl 4-phosphonocrotonate in a dropwise manner over a 15 minute period. On completion of the addition, 6.0 g of 5-(5-formylpentyl)imidazo[1,5-a]pyridine is added in a dropwise manner. The reaction mixture is allowed to stir at room temperature for 15 minutes. The reaction mixture is quenched with methanol and the ...